Dataset: the Open Reaction Database (ORD), a public repository of structured organic reaction records. Task: describe an organic reaction: reactants, conditions, products, and yield Reactants: CCCCCC, C=CCCC(O[Si](C(C)C)(C(C)C)C(C)C)c1ncccc1C=C, ClCCl, Cl, N#N. The product is CC(C)[Si](OC1CCC=Cc2cccnc21)(C(C)C)C(C)C. As a reaction SMILES: [CH3:31][CH2:32][CH2:33][CH2:34][CH2:35][CH3:36].[CH:5]([CH3:6])([CH3:7])[Si:8]([O:9][CH:10]([CH2:11][CH2:12][CH:13]=[CH2:14])[c:15]1[n:16][cH:17][cH:18][cH:19][c:20]1[CH:21]=[CH2:22])([CH:23]([CH3:24])[CH3:25])[CH:26]([CH3:27])[CH3:28].[Cl:2][CH2:3][Cl:4].[ClH:1].[N:29]#[N:30]>>[CH:5]([CH3:6])([CH3:7])[Si:8]([O:9][CH:10]1[CH2:11][CH2:12][CH:22]=[CH:21][c:20]2[c:15]1[n:16][cH:17][cH:18][cH:19]2)([CH:23]([CH3:24])[CH3:25])[CH:26]([CH3:27])[CH3:28]. The reactants are C1(=C(C(=CC(=C1)C)C)B(O)O)C (mesitylboronic acid), BrC1=CC=C(C(=O)O)C=C1 (4-bromobenzoic acid), C1(=CC=CC=C1)P(C1=CC=CC=C1)C1=CC=CC=C1 (triphenylphosphine), C([O-])([O-])=O.[Na+].[Na+] (sodium carbonate). The reagents and catalysts are C(C)(=O)[O-].[Pd+2].C(C)(=O)[O-] (palladium acetate). The solvent is C(CC)O (1-propanol), COCCOC (DME), O (water). Reaction conditions: time 2.5 hour. Yields the product C1(=C(C(=CC(=C1)C)C)C1=CC=C(C(=O)O)C=C1)C (4-Mesitylbenzoic acid). Reaction SMILES: [C:1]1([CH3:12])[CH:6]=[C:5]([CH3:7])[CH:4]=[C:3]([CH3:8])[C:2]=1B(O)O.Br[C:14]1[CH:22]=[CH:21][C:17]([C:18]([OH:20])=[O:19])=[CH:16][CH:15]=1.C1(P(C2C=CC=CC=2)C2C=CC=CC=2)C=CC=CC=1.C(=O)([O-])[O-].[Na+].[Na+]>C(O)CC.COCCOC.C([O-])(=O)C.[Pd+2].C([O-])(=O)C.O>[C:1]1([CH3:12])[CH:6]=[C:5]([CH3:7])[CH:4]=[C:3]([CH3:8])[C:2]=1[C:14]1[CH:22]=[CH:21][C:17]([C:18]([OH:20])=[O:19])=[CH:16][CH:15]=1 |f:3.4.5,8.9.10|. Procedure details: To a solution of mesitylboronic acid (10 9) and 4-bromobenzoic acid (12.9 g) in 1-propanol (150 mL) and DME (200 mL) were added triphenylphosphine (0.128 g), 2M sodium carbonate solution (37 mL) and water (30 mL). To the mixture was added palladium acetate (82 mg) under nitrogen atmosphere. The mixture was heated to reflux overnight. After the heat source was removed, 100 mL of water was added and stirred for 2.5 h while cooling to room temperature. The darkened mixture was diluted with 150 mL o... The reactants are CC(C)(C)OC(=O)N1CC=C(OS(=O)(=O)C(F)(F)F)CC1, CCOC(C)=O, Nc1ccccc1. Product: C=COS(=O)(=O)C(F)(F)F. RXN SMILES: [C:1]([O:2][C:3]([N:4]1[CH2:5][CH:6]=[C:11]([O:14][S:15](=[O:16])(=[O:17])[C:18]([F:19])([F:20])[F:21])[CH2:10][CH2:7]1)=[O:8])([CH3:9])([CH3:12])[CH3:13].[CH3:29][CH2:30][O:31][C:32]([CH3:33])=[O:34].[c:22]1([NH2:23])[cH:24][cH:25][cH:26][cH:27][cH:28]1>>[CH2:10]=[CH:11][O:14][S:15](=[O:16])(=[O:17])[C:18]([F:19])([F:20])[F:21]. Starting materials: Cl.CC1(CC[C@H](N1)C(=O)N)C ((S)-5,5-dimethylpyrrolidine-2-carboxamide hydrochloride), CN(C)C(=[N+](C)C)ON1C2=C(C=CC=C2)N=N1.[B-](F)(F)(F)F (TBTU), CCN(C(C)C)C(C)C (DIEA), C1(CC1)COC1=C(C=CC(=N1)C(=O)O)N1CC(C1)(F)F (6-cyclopropylmethoxy-5-(3,3-difluoro-azetidin-1-yl)-pyridine-2-carboxylic acid). Yields the product C1(CC1)COC1=C(C=CC(=N1)C(=O)N1[C@@H](CCC1(C)C)C(=O)N)N1CC(C1)(F)F ((S)-1-[6-Cyclopropylmethoxy-5-(3,3-difluoro-azetidin-1-yl)-pyridine-2-carbonyl]-5,5-dimethyl-pyrrolidine-2-carboxylic acid amide). As a reaction SMILES: [CH:1]1([CH2:4][O:5][C:6]2[N:11]=[C:10]([C:12]([OH:14])=O)[CH:9]=[CH:8][C:7]=2[N:15]2[CH2:18][C:17]([F:20])([F:19])[CH2:16]2)[CH2:3][CH2:2]1.Cl.[CH3:22][C:23]1([CH3:31])[NH:27][C@H:26]([C:28]([NH2:30])=[O:29])[CH2:25][CH2:24]1.CN(C(ON1N=NC2C=CC=CC1=2)=[N+](C)C)C.[B-](F)(F)(F)F.CCN(C(C)C)C(C)C>>[CH:1]1([CH2:4][O:5][C:6]2[N:11]=[C:10]([C:12]([N:27]3[C:23]([CH3:31])([CH3:22])[CH2:24][CH2:25][C@H:26]3[C:28]([NH2:30])=[O:29])=[O:14])[CH:9]=[CH:8][C:7]=2[N:15]2[CH2:18][C:17]([F:20])([F:19])[CH2:16]2)[CH2:2][CH2:3]1 |f:1.2,3.4|. Reported procedure: In analogy to the procedure described in Example 47 b), 6-cyclopropylmethoxy-5-(3,3-difluoro-azetidin-1-yl)-pyridine-2-carboxylic acid (Example 1 b)) was reacted with (S)-5,5-dimethylpyrrolidine-2-carboxamide hydrochloride in the presence of TBTU and DIEA to obtain the title compound as colorless foam; MS (EI): m/e=409.5 [MH+]. Starting materials: I(=O)C1=CC=CC=C1 (iodosylbenzene), FC(C(C(S(=O)(=O)O)(F)F)F)(F)F (3,3,3,2,1,1-hexafluoropropane sulfonic acid), C(C)(C)(C)C1=CC=CC=C1 (4-t-butylbenzene). The solvent is ClCCl (dichloromethane). Conditions: temperature 0 celsius. Yields the product FC(C(C(S(=O)(=O)[O-])(F)F)F)(F)F.C(C)(C)(C)C1=CC=C(C=C1)[I+]C1=CC=CC=C1 (4-t-butylphenyl phenyl iodonium 3,3,3,2,1,1-hexafluoropropane sulfonate). RXN SMILES: [I:1]([C:3]1[CH:8]=[CH:7][CH:6]=[CH:5][CH:4]=1)=O.[F:9][C:10]([F:21])([F:20])[CH:11]([F:19])[C:12]([F:18])([F:17])[S:13]([OH:16])(=[O:15])=[O:14].[C:22]([C:26]1[CH:31]=[CH:30][CH:29]=[CH:28][CH:27]=1)([CH3:25])([CH3:24])[CH3:23]>ClCCl>[F:21][C:10]([F:9])([F:20])[CH:11]([F:19])[C:12]([F:17])([F:18])[S:13]([O-:16])(=[O:14])=[O:15].[C:22]([C:26]1[CH:31]=[CH:30][C:29]([I+:1][C:3]2[CH:8]=[CH:7][CH:6]=[CH:5][CH:4]=2)=[CH:28][CH:27]=1)([CH3:25])([CH3:24])[CH3:23] |f:4.5|. Procedure: 4.4 g (20 mmol) of iodosylbenzene was suspended in 100 ml of dry dichloromethane. The suspension was cooled to 0° C. with stirring. 4.65 g (20 mmol) of 3,3,3,2,1,1-hexafluoropropane sulfonic acid (optionally distilled) was added at the same temperature thereto under exclusion of moisture. The mixture was stirred at room temperature for 3 hours. The temperature of the mixture was returned to 0° C., and 2.68 g (20 mmol) of 4-t-butylbenzene was added thereto at that temperature. The temperature of ... The reactants are O=C(OO)c1cccc(Cl)c1, ClCCl, Fc1ccc2[nH]c(SCc3cc(OCC4CC4)ccn3)nc2c1, [Na+], [Na+], O=C([O-])O, [OH-], O. Yields the product O=S(Cc1cc(OCC2CC2)ccn1)c1nc2cc(F)ccc2[nH]1. RXN SMILES: [Cl:29][c:30]1[cH:31][cH:32][cH:33][c:34]([C:35]([O:36][OH:37])=[O:38])[cH:39]1.[Cl:42][CH2:43][Cl:44].[F:1][c:2]1[cH:3][c:4]2[c:5]([nH:6][c:7]([S:9][CH2:10][c:11]3[n:12][cH:13][cH:14][c:15]([O:17][CH2:18][CH:19]4[CH2:20][CH2:21]4)[cH:16]3)[n:8]2)[cH:22][cH:23]1.[Na+:28].[Na+:41].[O-:24][C:25]([OH:26])=[O:27].[OH-:40].[OH2:45]>>[F:1][c:2]1[cH:3][c:4]2[c:5]([nH:6][c:7]([S:9]([CH2:10][c:11]3[n:12][cH:13][cH:14][c:15]([O:17][CH2:18][CH:19]4[CH2:20][CH2:21]4)[cH:16]3)=[O:24])[n:8]2)[cH:22][cH:23]1.